Dataset: the Open Reaction Database (ORD), a public repository of structured organic reaction records. Task: describe an organic reaction: reactants, conditions, products, and yield The reactants are CC[O-], CSc1nc(Cl)cc(Cl)n1, [Na+], CN(C)C=O, O. Yields the product CCOc1cc(Cl)nc(SC)n1. As a reaction SMILES: [CH3:12][CH2:13][O-:14].[Cl:1][c:2]1[n:3][c:4]([S:9][CH3:10])[n:5][c:6]([Cl:8])[cH:7]1.[Na+:11].[O:16]=[CH:17][N:18]([CH3:19])[CH3:20].[OH2:15]>>[Cl:1][c:2]1[n:3][c:4]([S:9][CH3:10])[n:5][c:6]([O:14][CH2:13][CH3:12])[cH:7]1. Starting materials: C(C)(C)(C)OC(N(C)CC1CN(CC1)C(C1=CC=CC=C1)C1=CC=CC=C1)=O ((1-Benzhydryl-pyrrolidin-3-ylmethyl)methyl carbamic acid-tert-butyl ester), C(=O)(C(F)(F)F)O (TFA). Run in C(Cl)Cl (CH2Cl2). Reaction conditions: time 2 hour. Yields the product C(C1=CC=CC=C1)(C1=CC=CC=C1)N1CC(CC1)CNC ((1-Benzhydryl-pyrrolidin-3-ylmethyl)-methyl-amine). RXN SMILES: C(O[C:6](=O)[N:7]([CH2:9][CH:10]1[CH2:14][CH2:13][N:12]([CH:15]([C:22]2[CH:27]=[CH:26][CH:25]=[CH:24][CH:23]=2)[C:16]2[CH:21]=[CH:20][CH:19]=[CH:18][CH:17]=2)[CH2:11]1)C)(C)(C)C.C(O)(C(F)(F)F)=O>C(Cl)Cl>[CH:15]([N:12]1[CH2:13][CH2:14][CH:10]([CH2:9][NH:7][CH3:6])[CH2:11]1)([C:22]1[CH:27]=[CH:26][CH:25]=[CH:24][CH:23]=1)[C:16]1[CH:17]=[CH:18][CH:19]=[CH:20][CH:21]=1. Reported procedure: (1-Benzhydryl-pyrrolidin-3-ylmethyl)methyl carbamic acid-tert-butyl ester (0.47 g, 1.67 mmol) was dissolved in dry CH2Cl2 (15 ml) followed by addition of TFA (8 ml). The resulting solution was stirred at r.t. for 2 hrs. The solution was concentrated under reduced pressure. The resulting residue was dissolved in water (12 ml) and pH of the solution was adjusted to 10. The water phase was extracted with CH2Cl2 (100 ml), and dried over magnesium sulfate. The solvent was evaporated under reduced pre... Reactants: C=C1CN(/C(/S1)=N/C(C)=O)C1=CC=C(C=C1)C(F)(F)F (N-{(2Z)-5-Methylene-3-[4-(trifluoromethyl)phenyl]-1,3-thiazolidin-2-ylidene}acetamide), C=C1CN(/C(/S1)=N/C(C)=O)C1=CC=C(C=C1)C(F)(F)F (N-{(2Z)-5-Methylene-3-[4-(trifluoromethyl)phenyl]-1,3-thiazolidin-2-ylidene}acetamide), C(C)(=O)O (acetic acid), ICl (iodine monochloride), ICl (iodine monochloride), C(C)(=O)[O-].[K+] (potassium acetate). Solvent: ClCCl (dichloromethane). As a reaction SMILES: [CH2:1]=[C:2]1[S:6]/[C:5](=[N:7]\[C:8](=[O:10])[CH3:9])/[N:4]([C:11]2[CH:16]=[CH:15][C:14]([C:17]([F:20])([F:19])[F:18])=[CH:13][CH:12]=2)[CH2:3]1.[C:21]([OH:24])(=[O:23])[CH3:22].ICl.C([O-])(=O)C.[K+]>ClCCl>[C:21]([O:24][CH2:1][C:2]1[S:6]/[C:5](=[N:7]\[C:8](=[O:10])[CH3:9])/[N:4]([C:11]2[CH:16]=[CH:15][C:14]([C:17]([F:20])([F:19])[F:18])=[CH:13][CH:12]=2)[CH:3]=1)(=[O:23])[CH3:22] |f:3.4|. Reaction conditions: time 6 hour. Product: C(C)(=O)OCC1=CN(/C(/S1)=N/C(C)=O)C1=CC=C(C=C1)C(F)(F)F ({(2Z)-2-(acetylimino)-3-[4-(trifluoromethyl)phenyl]-2,3-dihydro-1,3-thiazol-5-yl}methyl acetate). Procedure: N-{(2Z)-5-Methylene-3-[4-(trifluoromethyl)phenyl]-1,3-thiazolidin-2-ylidene}acetamide (4.51 g, 15.0 mmol, Intermediate A6) was dissolved into acetic acid (60 mL) and treated with 1 M iodine monochloride in dichloromethane (30 mL) over three minutes. After about 15 minutes more iodine monochloride solution (0.8 mL) was added, and after another ten minutes the solution was partially concentrated, and then concentrated twice from toluene. The residue was triturated with 20% ethyl acetate/toluene an... Reaction SMILES: [H-].[Na+].ClC1C2N=C(CC(F)(F)F)[N:9](Cl)C=2C=CC=1.[Cl:19][C:20]1[CH:21]=[C:22]2[C:26](=[CH:27][C:28]=1[Cl:29])[NH:25][C:24]([CH2:30][C:31]([F:34])([F:33])[F:32])=C2.[F:35][C:36]1[CH:37]=[C:38]([CH:41]=[CH:42][CH:43]=1)[CH2:39]Br.[NH4+].[Cl-]>CN(C=O)C>[Cl:29][C:28]1[C:20]([Cl:19])=[CH:21][C:22]2[N:9]([CH2:39][C:38]3[CH:41]=[CH:42][CH:43]=[C:36]([F:35])[CH:37]=3)[C:24]([CH2:30][C:31]([F:32])([F:33])[F:34])=[N:25][C:26]=2[CH:27]=1 |f:0.1,5.6|. Run in CN(C)C=O (DMF). Product: EtOAc hexanes, ClC1=CC2=C(N(C(=N2)CC(F)(F)F)CC2=CC(=CC=C2)F)C=C1Cl (5,6-Dichloro-1-(3-fluoro-benzyl)-2-(2,2,2-trifluoro-ethyl)-1H-benzoimidazole). Run at temperature 0 celsius, time 0.5 hour. Reactants: ClC=1C=C2C=C(NC2=CC1Cl)CC(F)(F)F (5,6-Dichloro-2-(2,2,2-trifluoro-ethyl)-1H-indole), [H-].[Na+] (NaH), ClC1=CC=CC=2N(C(=NC21)CC(F)(F)F)Cl (dichloro-2-(2,2,2-trifluoro-ethyl)-1H-benzoimidazole), FC=1C=C(CBr)C=CC1 (3-fluorobenzyl bromide), [NH4+].[Cl-] (NH4Cl). Isolated yield 0.0%. Reported procedure: NaH (60%) (60 mg, 1.5 mmol) was added into a solution of dichloro-2-(2,2,2-trifluoro-ethyl)-1H-benzoimidazole. 5,6-Dichloro-2-(2,2,2-trifluoro-ethyl)-1H-indole (269 mg, 1 mmol) in DMF (5 ml) at 0° C. The resulting mixture was stirred at 0° C. for half hour. 3-fluorobenzyl bromide (283.5 mg, 1.5 mmol) was then added to the reaction mixture at 0° C. The reaction temperature was raised to 25° C. and then the reaction mixture was stirred for 18 hours. NH4Cl (aq.) was added and extracted with EtOAc. ... Starting materials: CC(C)(C)OC(=O)N1CC2CCCC2C1CNCc1ccccc1, CCO. The product is CC(C)(C)OC(=O)N1CC2CCCC2C1CN. As a reaction SMILES: [C:1]([CH3:2])([CH3:3])([CH3:4])[O:5][C:6](=[O:7])[N:8]1[CH:9]([CH2:16][NH:17][CH2:18][c:19]2[cH:20][cH:21][cH:22][cH:23][cH:24]2)[CH:10]2[CH2:11][CH2:12][CH2:13][CH:14]2[CH2:15]1.[CH3:25][CH2:26][OH:27]>>[C:1]([CH3:2])([CH3:3])([CH3:4])[O:5][C:6](=[O:7])[N:8]1[CH:9]([CH2:16][NH2:17])[CH:10]2[CH2:11][CH2:12][CH2:13][CH:14]2[CH2:15]1. The reactants are [H][H] (hydrogen), C(C1=CC=CC=C1)OC1=CC(N(C1)C1=CC=C2C=C(NC(C2=C1)=O)C1=C(C=CC=C1)C(F)(F)F)=O (7-(4-benzyloxy-2-oxo-2,5-dihydropyrrol-1-yl)-3-(2-trifluoromethylphenyl)-2H-isoquinolin-1-one). Reagents/catalysts: [OH-].[Pd+2].[OH-] (palladium hydroxide). Solvent: CO (methanol). The product is OC1=CC(N(C1)C1=CC=C2C=C(NC(C2=C1)=O)C1=C(C=CC=C1)C(F)(F)F)=O (7-(4-hydroxy-2-oxo-2,5-dihydropyrrol-1-yl)-3-(2-trifluoromethylphenyl)-2H-isoquinolin-1-one). Isolated yield 15.2%. As a reaction SMILES: C([O:8][C:9]1[CH2:13][N:12]([C:14]2[CH:23]=[C:22]3[C:17]([CH:18]=[C:19]([C:25]4[CH:30]=[CH:29][CH:28]=[CH:27][C:26]=4[C:31]([F:34])([F:33])[F:32])[NH:20][C:21]3=[O:24])=[CH:16][CH:15]=2)[C:11](=[O:35])[CH:10]=1)C1C=CC=CC=1.[H][H]>CO.[OH-].[Pd+2].[OH-]>[OH:8][C:9]1[CH2:13][N:12]([C:14]2[CH:23]=[C:22]3[C:17]([CH:18]=[C:19]([C:25]4[CH:30]=[CH:29][CH:28]=[CH:27][C:26]=4[C:31]([F:34])([F:32])[F:33])[NH:20][C:21]3=[O:24])=[CH:16][CH:15]=2)[C:11](=[O:35])[CH:10]=1 |f:3.4.5|. Procedure: A mixture of the 7-(4-benzyloxy-2-oxo-2,5-dihydropyrrol-1-yl)-3-(2-trifluoromethylphenyl)-2H-isoquinolin-1-one (8 mg, 0.017 mmol) prepared in Example 1-8 and palladium hydroxide (2 mg) was dissolved in methanol. The obtained mixture was stirred in a hydrogen atmosphere for 1 hour. Thereafter, the reaction solution was filtered through celite, and the concentrated residue was then preparatively separated by preparative HPLC (column: Combi ODS (φ: 28.0 mm×50 mm), manufactured by Wako; developing s... Starting materials: CCO, CC[O-], CCO, O=C(Nc1cccc(CN2CCOCC2)n1)Nc1csc(-c2ccnc(Cl)c2)n1, [Na+], CN(C)C=O. Product: CCOc1cc(-c2nc(NC(=O)Nc3cccc(CN4CCOCC4)n3)cs2)ccn1. Reaction SMILES: [CH3:30][CH2:31][OH:32].[CH3:33][CH2:34][O-:35].[CH3:37][CH2:38][OH:39].[Cl:1][c:2]1[n:3][cH:4][cH:5][c:6](-[c:8]2[s:9][cH:10][c:11]([NH:13][C:14](=[O:15])[NH:16][c:17]3[n:18][c:19]([CH2:23][N:24]4[CH2:25][CH2:26][O:27][CH2:28][CH2:29]4)[cH:20][cH:21][cH:22]3)[n:12]2)[cH:7]1.[Na+:36].[O:40]=[CH:41][N:42]([CH3:43])[CH3:44]>>[c:2]1([O:32][CH2:31][CH3:30])[n:3][cH:4][cH:5][c:6](-[c:8]2[s:9][cH:10][c:11]([NH:13][C:14](=[O:15])[NH:16][c:17]3[n:18][c:19]([CH2:23][N:24]4[CH2:25][CH2:26][O:27][CH2:28][CH2:29]4)[cH:20][cH:21][cH:22]3)[n:12]2)[cH:7]1. The reactants are [Cl-], O=c1ccn2nc(Cl)ccc2c1-c1c(F)cccc1F, [NH4+], [NH4+], [OH-], O. Yields the product Nc1ccc2c(-c3c(F)cccc3F)c(=O)ccn2n1. RXN SMILES: [Cl-:21].[Cl:1][c:2]1[cH:3][cH:4][c:5]2[n:6]([n:7]1)[cH:8][cH:9][c:10](=[O:20])[c:11]2-[c:12]1[c:13]([F:19])[cH:14][cH:15][cH:16][c:17]1[F:18].[NH4+:22].[NH4+:24].[OH-:23].[OH2:25]>>[c:2]1([NH2:22])[cH:3][cH:4][c:5]2[n:6]([n:7]1)[cH:8][cH:9][c:10](=[O:20])[c:11]2-[c:12]1[c:13]([F:19])[cH:14][cH:15][cH:16][c:17]1[F:18]. The reactants are Cl, [I-], [K+], O=N[O-], Nc1ccc2c(=O)[nH]cnc2c1, [Na+], O. Yields the product O=c1[nH]cnc2cc(I)ccc12. As a reaction SMILES: [ClH:19].[I-:18].[K+:17].[N:13]([O-:14])=[O:15].[NH2:1][c:2]1[cH:3][cH:4][c:5]2[c:6](=[O:12])[nH:7][cH:8][n:9][c:10]2[cH:11]1.[Na+:16].[OH2:20]>>[c:2]1([I:18])[cH:3][cH:4][c:5]2[c:6](=[O:12])[nH:7][cH:8][n:9][c:10]2[cH:11]1. The reactants are [K+].N1C([C@H](CC1)SC=1[C@@H]([C@H]2N(C1C(=O)[O-])C([C@@H]2[C@@H](C)O)=O)C)=S ((1R, 5S, 6S)-2-[(3S)-pyrrolidine-2-thion-3-ylthio]-6-[(1R)-1-hydroxyethyl]-1-met hylcarbapen-2em-3-carboxylic acid potassium salt), C(C(C)C)(=O)OCI (isobutyryloxymethyl iodide). Yields the product C(C(C)C)(=O)OCOC(=O)C1=C([C@@H]([C@H]2N1C([C@@H]2[C@@H](C)O)=O)C)S[C@@H]2C(NCC2)=S ((1R, 5S, 6S)-2-[(3S)-pyrrolidine-2-thion-3-ylthio]-6-[(1R)-1-hydroxyethy l]-1-methylcarbapen-2-em-3-carboxylic acid isobutyryloxymethyl ester). As a reaction SMILES: [K+].[NH:2]1[CH2:6][CH2:5][C@H:4]([S:7][C:8]2[C@H:9]([CH3:22])[C@@H:10]3[C@@H:17]([C@H:18]([OH:20])[CH3:19])[C:16](=[O:21])[N:11]3[C:12]=2[C:13]([O-:15])=[O:14])[C:3]1=[S:23].[C:24]([O:29][CH2:30]I)(=[O:28])[CH:25]([CH3:27])[CH3:26]>>[C:24]([O:29][CH2:30][O:14][C:13]([C:12]1[N:11]2[C:16](=[O:21])[C@H:17]([C@H:18]([OH:20])[CH3:19])[C@H:10]2[C@@H:9]([CH3:22])[C:8]=1[S:7][C@H:4]1[CH2:5][CH2:6][NH:2][C:3]1=[S:23])=[O:15])(=[O:28])[CH:25]([CH3:27])[CH3:26] |f:0.1|. Reported procedure: In the same manner as described in Example 48, (1R, 5S, 6S)-2-[(3S)-pyrrolidine-2-thion-3-ylthio]-6-[(1R)-1-hydroxyethyl]-1-met hylcarbapen-2em-3-carboxylic acid potassium salt is treated with isobutyryloxymethyl iodide to give (1R, 5S, 6S)-2-[(3S)-pyrrolidine-2-thion-3-ylthio]-6-[(1R)-1-hydroxyethy l]-1-methylcarbapen-2-em-3-carboxylic acid isobutyryloxymethyl ester. hydroxyethyl]-1-methylcarbapen-2-em-3-carboxylic acid